Task: describe an organic reaction: reactants, conditions, products, and yield. Dataset: the Open Reaction Database (ORD), a public repository of structured organic reaction records Product: BrC=1C=C(OC1C)C(=O)OC (methyl 4-bromo-5-methylfuran-2-carboxylate). The reactants are BrC=1C=C(OC1Br)C(=O)OC (methyl 4,5-dibromofuran-2-carboxylate), C1(=CC=CC=C1)P(C1=CC=CC=C1)C1=CC=CC=C1 (triphenylphosphine), [Cl-].[NH4+] (ammonium chloride), C[Zn]Cl (MeZnCl). Reported procedure: To a mixture of the compound (1.80 g) obtained in Example 128a, palladium chloride(II) (0.02 g), triphenylphosphine (0.07 g) and tetrahydrofuran (30 mL) was added MeZnCl (2M tetrahydrofuran solution, 9.5 ml), and the mixture was heated under reflux for 4 hr under a nitrogen atmosphere. The reaction mixture was cooled to room temperature, saturated aqueous ammonium chloride was added, and the mixture was extracted with ethyl acetate. The ethyl acetate layer was washed with saturated brine, dried ... Reagents/catalysts: Cl[Pd]Cl (palladium chloride(II)). Run in O1CCCC1 (tetrahydrofuran). Reaction SMILES: [Br:1][C:2]1[CH:3]=[C:4]([C:8]([O:10][CH3:11])=[O:9])[O:5][C:6]=1Br.[C:12]1(P(C2C=CC=CC=2)C2C=CC=CC=2)C=CC=CC=1.C[Zn]Cl.[Cl-].[NH4+]>Cl[Pd]Cl.O1CCCC1>[Br:1][C:2]1[CH:3]=[C:4]([C:8]([O:10][CH3:11])=[O:9])[O:5][C:6]=1[CH3:12] |f:3.4|. The yield is 1830.4%. Starting materials: CC1=CC=C(C=C1)O (4-methylphenol), C(C#C)O (propargyl alcohol). Product: CC1=CC=C(C=C1)OCC#C (3-(4-Methylphenyloxy)-1-propyne). As a reaction SMILES: [CH3:1][C:2]1[CH:7]=[CH:6][C:5]([OH:8])=[CH:4][CH:3]=1.[CH2:9](O)[C:10]#[CH:11]>>[CH3:1][C:2]1[CH:7]=[CH:6][C:5]([O:8][CH2:11][C:10]#[CH:9])=[CH:4][CH:3]=1. Reported procedure: The title compound was synthesized using 4-methylphenol and propargyl alcohol by conducting a reaction similar to that mentioned in Reference example 35. Starting materials: FC1=CC=C(C=C1)C(=C(/C=C/[C@@H]1C[C@H](CC(O1)=O)O)C1=NN=NN1C)C1=CC=C(C=C1)F (trans-(4R,6S)-6-[4,4-bis(4-fluorophenyl)-3-(1-methyl-1H-tetrazol-5-yl)-1,3-butadienyl]-tetrahydro-4-hydroxy-2H-pyran-2-one), COC([C@@H](N)CC(C)C)=O (L-leucine methyl ester), hydrochloride salt. Solvent: O1CCCC1 (tetrahydrofuran). Product: FC1=CC=C(C=C1)C(=C(C=C[C@H](C[C@H](CC(=O)N[C@@H](CC(C)C)C(=O)OC)O)O)C1=NN=NN1C)C1=CC=C(C=C1)F (Methyl N-[9,9-bis(4-fluorophenyl)-3(R),5(S)-dihydroxy-8-(1-methyl-1H-tetrazol-5-yl)-1oxo-6,8-nonadien-1-yl]-L-leucinate). Reaction SMILES: [F:1][C:2]1[CH:7]=[CH:6][C:5]([C:8]([C:26]2[CH:31]=[CH:30][C:29]([F:32])=[CH:28][CH:27]=2)=[C:9]([C:20]2[N:24]([CH3:25])[N:23]=[N:22][N:21]=2)/[CH:10]=[CH:11]/[C@H:12]2[O:17][C:16](=[O:18])[CH2:15][C@H:14]([OH:19])[CH2:13]2)=[CH:4][CH:3]=1.[CH3:33][O:34][C:35](=[O:42])[C@H:36]([CH2:38][CH:39]([CH3:41])[CH3:40])[NH2:37]>O1CCCC1>[F:1][C:2]1[CH:7]=[CH:6][C:5]([C:8]([C:26]2[CH:31]=[CH:30][C:29]([F:32])=[CH:28][CH:27]=2)=[C:9]([C:20]2[N:24]([CH3:25])[N:23]=[N:22][N:21]=2)[CH:10]=[CH:11][C@@H:12]([OH:17])[CH2:13][C@@H:14]([OH:19])[CH2:15][C:16]([NH:37][C@H:36]([C:35]([O:34][CH3:33])=[O:42])[CH2:38][CH:39]([CH3:41])[CH3:40])=[O:18])=[CH:4][CH:3]=1. Procedure details: When a solution of trans-(4R,6S)-6-[4,4-bis(4-fluorophenyl)-3-(1-methyl-1H-tetrazol-5-yl)-1,3-butadienyl]-tetrahydro-4-hydroxy-2H-pyran-2-one in tetrahydrofuran is treated with at least one equivalent of L-leucine methyl ester (prepared in situ from the hydrochloride salt) and heated to reflux temperature, the title compound is thereby produced. As a reaction SMILES: [Br:1][CH:2]([CH2:3][CH2:4][N:5]1[S:6](=[O:21])(=[O:22])[N:7]([c:14]2[c:15]([F:20])[cH:16][cH:17][cH:18][cH:19]2)[c:8]2[c:9]1[cH:10][cH:11][cH:12][cH:13]2)[CH3:23].[CH3:24][NH2:25]>>[CH:2]([CH2:3][CH2:4][N:5]1[S:6](=[O:21])(=[O:22])[N:7]([c:14]2[c:15]([F:20])[cH:16][cH:17][cH:18][cH:19]2)[c:8]2[c:9]1[cH:10][cH:11][cH:12][cH:13]2)([CH3:23])[NH:25][CH3:24]. The product is CNC(C)CCN1c2ccccc2N(c2ccccc2F)S1(=O)=O. The reactants are CC(Br)CCN1c2ccccc2N(c2ccccc2F)S1(=O)=O, CN. Reactants: NaS2O4, C(=O)(O)[O-].[Na+] (NaHCO3), para-substituted perfluoroisopropyl-N,N-dimethylaniline, NaS2O4 NaHCO3, NC1=CC=CC=C1 (aniline), CN(C1=CC=CC=C1)C (N,N-dimethylaniline), FC(C(F)(F)F)(C(F)(F)F)I (perfluoroisopropyl iodide), ortho- and para-substituted perfluoroisopropyl aniline. Run in O (water), O (water), CN(C=O)C (N,N-dimethyl formamide). Run at time 8 hour. Product: FCC(C(F)(F)F)(C1=CC=C(N(C)C)C=C1)F (4-(Pentafluoroisopropyl)-N,N-dimethylaniline). RXN SMILES: [CH3:1][N:2]([CH3:9])[C:3]1[CH:8]=[CH:7][CH:6]=[CH:5][CH:4]=1.[F:10][C:11](I)([C:16](F)(F)[F:17])[C:12]([F:15])([F:14])[F:13].C([O-])(O)=O.[Na+].NC1C=CC=CC=1>O.CN(C)C=O>[F:17][CH2:16][C:11]([F:10])([C:6]1[CH:7]=[CH:8][C:3]([N:2]([CH3:9])[CH3:1])=[CH:4][CH:5]=1)[C:12]([F:15])([F:14])[F:13] |f:2.3|. Procedure: 4-(Pentafluoroisopropyl)-N,N-dimethylaniline was prepared as follows. A flask was charged with N,N-dimethylaniline (10.2 g), perfluoroisopropyl iodide (25 g), N,N-dimethyl formamide (35 mL) and water (15 mL). To the flask was slowly added a mixture of NaS2O4 (17.5 g) and NaHCO3 (8.5 g). The reaction started immediately when the mixture of NaS2O4/NaHCO3 was introduced, thus the flask was cooled with an ice-water bath. After addition, the mixture was stirred at room temperature overnight. The mixt... The reactants are CO, CC(C)(C)OC(=O)NC(Cc1cc(F)cc(F)c1)C(O)CCl. Product: NC(Cc1cc(F)cc(F)c1)C(O)CCl. Reaction SMILES: [CH3:23][OH:24].[Cl:1][CH2:2][CH:3]([CH:4]([CH2:5][c:6]1[cH:7][c:8]([F:13])[cH:9][c:10]([F:12])[cH:11]1)[NH:14][C:15](=[O:16])[O:17][C:18]([CH3:19])([CH3:20])[CH3:21])[OH:22]>>[Cl:1][CH2:2][CH:3]([CH:4]([CH2:5][c:6]1[cH:7][c:8]([F:13])[cH:9][c:10]([F:12])[cH:11]1)[NH2:14])[OH:22]. The reactants are CO, CCN(C(C)C)C(C)C, Cc1nc2n(c(=O)c1CCCl)CCCC2=O, Fc1ccc2c(C3CCNCC3)noc2c1. The product is Cc1nc2n(c(=O)c1CCN1CCC(c3noc4cc(F)ccc34)CC1)CCCC2=O. RXN SMILES: [CH3:42][OH:43].[CH:33]([N:34]([CH:35]([CH3:36])[CH3:37])[CH2:38][CH3:39])([CH3:40])[CH3:41].[Cl:17][CH2:18][CH2:19][c:20]1[c:21]([CH3:32])[n:22][c:23]2[n:24]([c:25]1=[O:26])[CH2:27][CH2:28][CH2:29][C:30]2=[O:31].[F:1][c:2]1[cH:3][c:4]2[c:5]([c:6]([CH:9]3[CH2:10][CH2:11][NH:12][CH2:13][CH2:14]3)[n:7][o:8]2)[cH:15][cH:16]1>>[F:1][c:2]1[cH:3][c:4]2[c:5]([c:6]([CH:9]3[CH2:10][CH2:11][N:12]([CH2:18][CH2:19][c:20]4[c:21]([CH3:32])[n:22][c:23]5[n:24]([c:25]4=[O:26])[CH2:27][CH2:28][CH2:29][C:30]5=[O:31])[CH2:13][CH2:14]3)[n:7][o:8]2)[cH:15][cH:16]1. Starting materials: Cl.ClCC1=NC=CC(=C1)N(C)C (2-chloromethyl-4-dimethylaminopyridine hydrochloride), [OH-].[Na+] (sodium hydroxide), S-(3-indolyl)isothioronium iodide, [OH-].[Na+] (sodium hydroxide), SC1=CNC2=CC=CC=C12 (3-mercapto-indole). Solvent: O (water), C(C)O (ethanol). Run at time 1 hour. Product: CN(C1=CC(=NC=C1)CSC1=CNC2=CC=CC=C12)C (3-[(4-dimethylamino-2-pyridyl)methylthio]indole). Yield: 47.0%. As a reaction SMILES: [OH-].[Na+].[SH:3][C:4]1[C:12]2[C:7](=[CH:8][CH:9]=[CH:10][CH:11]=2)[NH:6][CH:5]=1.Cl.Cl[CH2:15][C:16]1[CH:21]=[C:20]([N:22]([CH3:24])[CH3:23])[CH:19]=[CH:18][N:17]=1>C(O)C.O>[CH3:23][N:22]([CH3:24])[C:20]1[CH:19]=[CH:18][N:17]=[C:16]([CH2:15][S:3][C:4]2[C:12]3[C:7](=[CH:8][CH:9]=[CH:10][CH:11]=3)[NH:6][CH:5]=2)[CH:21]=1 |f:0.1,3.4|. Procedure: To a solution of S-(3-indolyl)isothioronium iodide (180 mg, 0.75 mmol) of the formula ##STR37## in ethanol (5 ml) was added a 2N aqueous sodium hydroxide solution (0.86 ml) under ice-cooling, and the mixture obtained was stirred at room temperature for 1 hour. The resultant reaction solution containing 3-mercapto-indole so formed was then admixed with 2-chloromethyl-4-dimethylaminopyridine hydrochloride (118 mg, 0.75 mmol), followed by stirring the mixture at room temperature for 1 hour. The res...